Dataset: the Open Reaction Database (ORD), a public repository of structured organic reaction records. Task: describe an organic reaction: reactants, conditions, products, and yield Starting materials: N[C@H](CO)CC(C)C ((2S)-2-amino-4-methylpentan-1-ol), ethyl (2Z)-2-[5-bromo-2-chloropyridin-3-yl)carbonyl, BrC=1C=C(C(=NC1)Cl)C(=O)/C(/C(=O)OCC)=C/OCC (ethyl (2Z)-2-[(5-bromo-2-chloropyridin-3-yl)carbonyl]-3-ethoxyprop-2-enoate), BrC=1C=C(C(=NC1)Cl)C(=O)/C(/C(=O)OCC)=C/OCC (ethyl (2Z)-2-[(5-bromo-2-chloropyridin-3-yl)carbonyl]-3-ethoxyprop-2-enoate). Run in ClCCl (dichloromethane), ClCCl (Dichloromethane). Conditions: time 30 minute. The product is BrC=1C=C(C(=NC1)Cl)C(=O)/C(/C(=O)OCC)=C/N[C@H](CO)CC(C)C (ethyl (2Z)-2-[(5-bromo-2-chloropyridin-3-yl)carbonyl]-3-{[(2S)-1-hydroxy-4-methylpentan-2-yl]amino}prop-2-enoate). Isolated yield 65.3%. RXN SMILES: [Br:1][C:2]1[CH:3]=[C:4]([C:9](/[C:11](=[CH:17]/OCC)/[C:12]([O:14][CH2:15][CH3:16])=[O:13])=[O:10])[C:5]([Cl:8])=[N:6][CH:7]=1.[NH2:21][C@@H:22]([CH2:25][CH:26]([CH3:28])[CH3:27])[CH2:23][OH:24]>ClCCl>[Br:1][C:2]1[CH:3]=[C:4]([C:9](/[C:11](=[CH:17]/[NH:21][C@@H:22]([CH2:25][CH:26]([CH3:28])[CH3:27])[CH2:23][OH:24])/[C:12]([O:14][CH2:15][CH3:16])=[O:13])=[O:10])[C:5]([Cl:8])=[N:6][CH:7]=1. Reported procedure: The crude ethyl (2Z)-2-[5-bromo-2-chloropyridin-3-yl)carbonyl]-3-ethoxyprop-2-enoate (Intermediate 13, 3.2 g) was dissolved in dichloromethane (30 mL) and (2S)-2-amino-4-methylpentan-1-ol (2.17 g, 14.7 mmol) was added. The mixture was stirred for 30 min at room temperature. Dichloromethane (70 mL) was added to the reaction mixture and the mixture was washed with water (2×100 mL). The organic layer was dried over anhydrous sodium sulphate, filtered and concentrated under reduced pressure to give ... Starting materials: C(#CCCCCCCCC)C1=CC=C(CNCC2=CC=C(OCC(=O)OC)C=C2)C=C1 (methyl (4-{[(4-dec-1-ynylbenzyl)amino]methyl}phenoxy)acetate), C1(=CC=CC=C1)/C=C/C(=O)Cl ((2E)-3-phenylacryloyl chloride). Yields the product C(#CCCCCCCCC)C1=CC=C(CN(C(\C=C\C2=CC=CC=C2)=O)CC2=CC=C(OCC(=O)OC)C=C2)C=C1 (methyl [4-({(4-dec-1-ynylbenzyl)[(2E)-3-phenylprop-2-enoyl]amino}methyl)phenoxy]acetate). Reaction SMILES: [C:1]([C:11]1[CH:31]=[CH:30][C:14]([CH2:15][NH:16][CH2:17][C:18]2[CH:29]=[CH:28][C:21]([O:22][CH2:23][C:24]([O:26][CH3:27])=[O:25])=[CH:20][CH:19]=2)=[CH:13][CH:12]=1)#[C:2][CH2:3][CH2:4][CH2:5][CH2:6][CH2:7][CH2:8][CH2:9][CH3:10].[C:32]1(/[CH:38]=[CH:39]/[C:40](Cl)=[O:41])[CH:37]=[CH:36][CH:35]=[CH:34][CH:33]=1>>[C:1]([C:11]1[CH:31]=[CH:30][C:14]([CH2:15][N:16]([CH2:17][C:18]2[CH:29]=[CH:28][C:21]([O:22][CH2:23][C:24]([O:26][CH3:27])=[O:25])=[CH:20][CH:19]=2)[C:40](=[O:41])/[CH:39]=[CH:38]/[C:32]2[CH:37]=[CH:36][CH:35]=[CH:34][CH:33]=2)=[CH:13][CH:12]=1)#[C:2][CH2:3][CH2:4][CH2:5][CH2:6][CH2:7][CH2:8][CH2:9][CH3:10]. Procedure details: The title compound was prepared following the procedure E using methyl (4-{[(4-dec-1-ynylbenzyl)amino]methyl}phenoxy)acetate and (2E)-3-phenylacryloyl chloride (purification by flash chromatography on SiO2-c-Hex/EtOAc 9:1) as a colorless oil (64%). M+ (ESI): 552.1. HPLC, Rt: 6.1 min (purity: 99.5%). 1H NMR (CDCl3) δ: 7.85 (m, 1H), 7.47-7.12 (m, 11H), 6.90 (m, 3H), 4.65-4.52 (m, 6H), 3.82 (s, 3H), 2.41 (t, J=7.0 Hz, 2H), 1.61 (m, 2H), 1.45 (m, 2H), 1.30 (m, 8H), 0.89 (t, J=6.8 Hz, 3H). The reactants are FC=1C=C2C(=NC(=NC2=CC1)C1=CC=C(C=C1)F)C(=O)O (6-fluoro-2-(4-fluorophenyl)quinazoline-4-carboxylic acid), Cl.COC=1C=C2CCNCC2=CC1 (6-methoxy-1,2,3,4-tetrahydroisoquinoline hydrochloride). The product is FC=1C=C2C(=NC(=NC2=CC1)C1=CC=C(C=C1)F)C(=O)N1CC2=CC=C(C=C2CC1)OC (2-[[6-fluoro-2-(4-fluorophenyl)quinazolin-4-yl]carbonyl]-6-methoxy-1,2,3,4-tetrahydroisoquinoline). Isolated yield 50.6%. RXN SMILES: [F:1][C:2]1[CH:3]=[C:4]2[C:9](=[CH:10][CH:11]=1)[N:8]=[C:7]([C:12]1[CH:17]=[CH:16][C:15]([F:18])=[CH:14][CH:13]=1)[N:6]=[C:5]2[C:19](O)=[O:20].Cl.[CH3:23][O:24][C:25]1[CH:26]=[C:27]2[C:32](=[CH:33][CH:34]=1)[CH2:31][NH:30][CH2:29][CH2:28]2>>[F:1][C:2]1[CH:3]=[C:4]2[C:9](=[CH:10][CH:11]=1)[N:8]=[C:7]([C:12]1[CH:13]=[CH:14][C:15]([F:18])=[CH:16][CH:17]=1)[N:6]=[C:5]2[C:19]([N:30]1[CH2:29][CH2:28][C:27]2[C:32](=[CH:33][CH:34]=[C:25]([O:24][CH3:23])[CH:26]=2)[CH2:31]1)=[O:20] |f:1.2|. Procedure details: Reaction of 6-fluoro-2-(4-fluorophenyl)quinazoline-4-carboxylic acid with 6-methoxy-1,2,3,4-tetrahydroisoquinoline hydrochloride gave compound 99 (50.6% yield). 1H NMR (400 MHz, DMSO-d6) δ 2.80 and 3.03 (2t, 2H), 3.54 and 4.02 (2t, 2H), 3.72 and 3.74 (2s, 3H), 4.47 and 4.92 (2s, 2H), 6.65-7.27 (m, 3H), 7.40-7.48 (m, 1H), 7.62-7.82 (m, 2H), 8.05-8.10 (m, 1H), 8.20-8.39 (m, 3H); MS (ESI) m/z 432 ([M+H]+). Starting materials: C(C)OC(C(CC)(OC1=CC=CC=C1)CC1=CC=C(C=C1)O)=O (2-(4-hydroxybenzyl)-2-phenoxybutyric acid ethyl ester), CC1=C(N=C(O1)C1(CCCCC1)C)CCOS(=O)(=O)C1=CC=C(C=C1)C (toluene-4-sulfonic acid 2-[5-methyl-2-(1-methylcyclohexyl)oxazol-4-yl)-ethyl ester). The product is CC1=C(N=C(O1)C1(CCCCC1)C)CCOC1=CC=C(CC(C(=O)O)(CC)OC2=CC=CC=C2)C=C1 (2-(4-{2-[5-Methyl-2-(1-methyl-cyclohexyl)-oxazol-4-yl]-ethoxy}-benzyl)-2-phenoxy-butyric acid). RXN SMILES: C([O:3][C:4](=[O:23])[C:5]([CH2:15][C:16]1[CH:21]=[CH:20][C:19](O)=[CH:18][CH:17]=1)([O:8][C:9]1[CH:14]=[CH:13][CH:12]=[CH:11][CH:10]=1)[CH2:6][CH3:7])C.[CH3:24][C:25]1[O:29][C:28]([C:30]2([CH3:36])[CH2:35][CH2:34][CH2:33][CH2:32][CH2:31]2)=[N:27][C:26]=1[CH2:37][CH2:38][O:39]S(C1C=CC(C)=CC=1)(=O)=O>>[CH3:24][C:25]1[O:29][C:28]([C:30]2([CH3:36])[CH2:31][CH2:32][CH2:33][CH2:34][CH2:35]2)=[N:27][C:26]=1[CH2:37][CH2:38][O:39][C:19]1[CH:20]=[CH:21][C:16]([CH2:15][C:5]([O:8][C:9]2[CH:14]=[CH:13][CH:12]=[CH:11][CH:10]=2)([CH2:6][CH3:7])[C:4]([OH:23])=[O:3])=[CH:17][CH:18]=1. Reported procedure: The title compound was prepared from 2-(4-hydroxybenzyl)-2-phenoxybutyric acid ethyl ester and toluene-4-sulfonic acid 2-[5-methyl-2-(1-methylcyclohexyl)oxazol-4-yl)-ethyl ester using the method of Example 46. 1H NMR (400 MHz, CDCl3) δ 7.29 (dd, 2H, J=8.60 Hz, J=7.43 Hz), 7.07-7.03 (m, 1H), 7.02-6.96 (m, 4H), 6.72 (d, 2H, J=8.60 Hz), 4.10 (t, 2H, J=6.25 Hz), 2.38 (s, 2H), 2.95 (t, 2H, J=6.25 Hz), 2.29 (s, 3H), 2.15-2.01 (m, 4H), 1.56-1.36 (m, 8H), 1.30 (s, 3H), 0.91 (t, 3H, J=7.43 Hz); MS (ES+) ...